This data is from the Open Reaction Database (ORD), a public repository of structured organic reaction records. The task is: describe an organic reaction: reactants, conditions, products, and yield The reactants are COC1=CC23CCN(C)C(Cc4ccc(OC)c(Oc5ccccc5)c42)C3=CC1C, Cc1ccccc1, [Cl-], N, [NH4+], [Na]. Product: COC1=CC23CCN(C)C(Cc4ccc(OC)cc42)C3=CC1C. Reaction SMILES: [CH3:2][O:3][c:4]1[cH:5][cH:6][c:7]2[c:16]([c:17]1[O:18][c:19]1[cH:20][cH:21][cH:22][cH:23][cH:24]1)[C:15]13[C:10](=[CH:11][CH:12]([CH3:31])[C:13]([O:29][CH3:30])=[CH:14]1)[CH:9]([CH2:8]2)[N:27]([CH3:28])[CH2:26][CH2:25]3.[CH3:35][c:36]1[cH:37][cH:38][cH:39][cH:40][cH:41]1.[Cl-:33].[NH3:1].[NH4+:34].[Na:32]>>[CH3:2][O:3][c:4]1[cH:5][cH:6][c:7]2[c:16]([cH:17]1)[C:15]13[C:10](=[CH:11][CH:12]([CH3:31])[C:13]([O:29][CH3:30])=[CH:14]1)[CH:9]([CH2:8]2)[N:27]([CH3:28])[CH2:26][CH2:25]3. RXN SMILES: [C:1](=[O:2])([O-:3])[O-:4].[C:7]([c:8]1[cH:9][cH:10][cH:11][cH:12][cH:13]1)(=[O:14])[Cl:15].[CH2:33]1[O:34][CH2:35][CH2:36][CH2:37]1.[Cl:28][CH2:29][Cl:30].[K+:5].[K+:6].[NH2:16][C:17]1([C:26]#[N:27])[CH:18]2[CH2:19][CH2:20][CH2:21][CH:22]1[CH2:23][CH2:24][CH2:25]2.[OH2:31].[OH2:32]>>[C:7]([c:8]1[cH:9][cH:10][cH:11][cH:12][cH:13]1)(=[O:14])[NH:16][C:17]1([C:26]#[N:27])[CH:18]2[CH2:19][CH2:20][CH2:21][CH:22]1[CH2:23][CH2:24][CH2:25]2. Product: N#CC1(NC(=O)c2ccccc2)C2CCCC1CCC2. The reactants are O=C([O-])[O-], O=C(Cl)c1ccccc1, C1CCOC1, ClCCl, [K+], [K+], N#CC1(N)C2CCCC1CCC2, O, O. Reactants: ClC=1C=C2C=CC(=NC2=CN1)C1=C(C=CC=C1)Cl (6-chloro-2-(2-chlorophenyl)-1,7-naphthyridine), C1(CC1)C(=O)N (cyclopropanecarboxamide), C1(=CC=CC=C1)P(C1=CC=CC=2C(C3=CC=CC(=C3OC12)P(C1=CC=CC=C1)C1=CC=CC=C1)(C)C)C1=CC=CC=C1 (4,5-bis(diphenylphosphino)-9,9-dimethylxanthene), C([O-])([O-])=O.[Cs+].[Cs+] (cesium carbonate). Reagents/catalysts: C(C)(=O)[O-].[Pd+2].C(C)(=O)[O-] (palladium acetate). Run in O1CCOCC1 (1,4-dioxane), C(C)(=O)OCC (ethyl acetate). Reaction conditions: temperature 90 celsius. Yields the product ClC1=C(C=CC=C1)C1=NC2=CN=C(C=C2C=C1)NC(=O)C1CC1 (N-(2-(2-chlorophenyl)-1,7-naphthyridin-6-yl)cyclopropanecarboxamide). Yield: 23.2%. Reaction SMILES: Cl[C:2]1[CH:3]=[C:4]2[C:9](=[CH:10][N:11]=1)[N:8]=[C:7]([C:12]1[CH:17]=[CH:16][CH:15]=[CH:14][C:13]=1[Cl:18])[CH:6]=[CH:5]2.[CH:19]1([C:22]([NH2:24])=[O:23])[CH2:21][CH2:20]1.C1(P(C2C=CC=CC=2)C2C3OC4C(=CC=CC=4P(C4C=CC=CC=4)C4C=CC=CC=4)C(C)(C)C=3C=CC=2)C=CC=CC=1.C(=O)([O-])[O-].[Cs+].[Cs+]>O1CCOCC1.C(OCC)(=O)C.C([O-])(=O)C.[Pd+2].C([O-])(=O)C>[Cl:18][C:13]1[CH:14]=[CH:15][CH:16]=[CH:17][C:12]=1[C:7]1[CH:6]=[CH:5][C:4]2[C:9](=[CH:10][N:11]=[C:2]([NH:24][C:22]([CH:19]3[CH2:21][CH2:20]3)=[O:23])[CH:3]=2)[N:8]=1 |f:3.4.5,8.9.10|. Reported procedure: A mixture of 6-chloro-2-(2-chlorophenyl)-1,7-naphthyridine (50 mg, 0.2 mmol), cyclopropanecarboxamide (27 mg, 0.32 mmol), 4,5-bis(diphenylphosphino)-9,9-dimethylxanthene (16 mg, 0.03 mmol), palladium acetate (4 mg, 0.02 mmol), and cesium carbonate (118 mg, 0.36 mmol) in 1,4-dioxane (1 mL) was heated at 90° C. for 3 hours. The cooled reaction mixture was diluted with ethyl acetate (50 mL) and washed with water (100 mL). The organic layer was separated, dried over sodium sulfate, filtered, and eva... The reactants are ClC=1C=CC(=C(CN2C3=C(NCC2)N=CC(=C3)C3=CC=C(C(=O)O)C=C3)C1)C(F)(F)F (4-{1-[5-chloro-2-(trifluoromethyl)benzyl]-1,2,3,4-tetrahydropyrido[2,3-b]pyrazin-7-yl}benzoic acid), S(N)(=O)(=O)C1=CC=C(CN)C=C1 (4-sulfamoylbenzylamine). Yields the product ClC=1C=CC(=C(CN2C3=C(NCC2)N=CC(=C3)C3=CC=C(C(=O)NCC2=CC=C(C=C2)S(N)(=O)=O)C=C3)C1)C(F)(F)F (4-{1-[5-Chloro-2-(trifluoromethyl)benzyl]-1,2,3,4-tetrahydropyrido[2,3-b]pyrazin-7-yl}-N-(4-sulfamoylbenzyl)benzamide). RXN SMILES: [Cl:1][C:2]1[CH:3]=[CH:4][C:5]([C:28]([F:31])([F:30])[F:29])=[C:6]([CH:27]=1)[CH2:7][N:8]1[CH2:13][CH2:12][NH:11][C:10]2[N:14]=[CH:15][C:16]([C:18]3[CH:26]=[CH:25][C:21]([C:22]([OH:24])=O)=[CH:20][CH:19]=3)=[CH:17][C:9]1=2.[S:32]([C:36]1[CH:43]=[CH:42][C:39]([CH2:40][NH2:41])=[CH:38][CH:37]=1)(=[O:35])(=[O:34])[NH2:33]>>[Cl:1][C:2]1[CH:3]=[CH:4][C:5]([C:28]([F:31])([F:29])[F:30])=[C:6]([CH:27]=1)[CH2:7][N:8]1[CH2:13][CH2:12][NH:11][C:10]2[N:14]=[CH:15][C:16]([C:18]3[CH:26]=[CH:25][C:21]([C:22]([NH:41][CH2:40][C:39]4[CH:38]=[CH:37][C:36]([S:32](=[O:35])(=[O:34])[NH2:33])=[CH:43][CH:42]=4)=[O:24])=[CH:20][CH:19]=3)=[CH:17][C:9]1=2. Procedure: 4-{1-[5-chloro-2-(trifluoromethyl)benzyl]-1,2,3,4-tetrahydropyrido[2,3-b]pyrazin-7-yl}benzoic acid was reacted with 4-sulfamoylbenzylamine as in General Procedure 10 to give the title compound. LCMS: m/z=615.91 (M+H+); retention time=0.75 minutes. The reactants are P(OCC)(OCC)OCC (triethyl phosphite), BrCCCCCCCCCCCCCC (1-bromotetradecane). Product: C(CCCCCCCCCCCCC)P(OCC)(=O)OCC (Diethyl tetradecane-1-phosphonate). RXN SMILES: [P:1]([O:8][CH2:9][CH3:10])([O:5]CC)[O:2][CH2:3][CH3:4].Br[CH2:12][CH2:13][CH2:14][CH2:15][CH2:16][CH2:17][CH2:18][CH2:19][CH2:20][CH2:21][CH2:22][CH2:23][CH2:24][CH3:25]>>[CH2:25]([P:1]([O:2][CH2:3][CH3:4])(=[O:5])[O:8][CH2:9][CH3:10])[CH2:24][CH2:23][CH2:22][CH2:21][CH2:20][CH2:19][CH2:18][CH2:17][CH2:16][CH2:15][CH2:14][CH2:13][CH3:12]. Procedure details: 100 g (590 mmol) of triethyl phosphite and 164 g (590 mmol) of 1-bromotetradecane are heated on a column connected to a descending condenser. Bromoethane distills out at a bath temperature of 170° C.; the mixture is then distilled under high vacuum, resulting in the product of boiling point 145° C./0.03 mmHg which is pure by 1H NMR. Reactants: OC1=CC=C(C(=O)N)C=C1 (4-hydroxybenzamide), ClCC(CC(=O)OCC)=O (ethyl chloroacetoacetate), ClCC(CC(=O)OCC)=O (ethyl chloroacetoacetate). Run in CO (MeOH). Reaction conditions: temperature 110 celsius, time 1 hour. Yields the product C(C)OC(CC=1N=C(OC1)C1=CC=C(C=C1)O)=O ([2-(4-Hydroxy-phenyl)-oxazol-4-yl]-acetic acid ethyl ester). Isolated yield 80.0%. As a reaction SMILES: [OH:1][C:2]1[CH:10]=[CH:9][C:5]([C:6]([NH2:8])=[O:7])=[CH:4][CH:3]=1.Cl[CH2:12][C:13](=O)[CH2:14][C:15]([O:17][CH2:18][CH3:19])=[O:16]>CO>[CH2:18]([O:17][C:15](=[O:16])[CH2:14][C:13]1[N:8]=[C:6]([C:5]2[CH:9]=[CH:10][C:2]([OH:1])=[CH:3][CH:4]=2)[O:7][CH:12]=1)[CH3:19]. Procedure: A mixture of 4-hydroxybenzamide (25.2 g, 0.18 mol) and ethyl chloroacetoacetate (90 mL) is heated to 110° C. After 1 h, more ethyl chloroacetoacetate (30 mL) is added, and continue to heat for 3 h more. The mixture is cooled to approximately 60° C., and MeOH is added. The mixture is filtered and dried to yield the title compound (36.6 g, 80%) as an off-white solid. MS (m/e): 248.3 (M+1)